describe an organic reaction: reactants, conditions, products, and yield From a dataset of the Open Reaction Database (ORD), a public repository of structured organic reaction records. Starting materials: CC(C)(C)OC(=O)NC1CCC(n2cc(C(=O)N3CCCC3)nn2)CC1, CCOC(C)=O, CO, Cl. Product: Cl, NC1CCC(n2cc(C(=O)N3CCCC3)nn2)CC1. Reaction SMILES: [C:1]([O:2][C:3](=[O:4])[NH:7][CH:8]1[CH2:9][CH2:10][CH:11]([n:14]2[n:15][n:16][c:17]([C:19](=[O:20])[N:21]3[CH2:22][CH2:23][CH2:24][CH2:25]3)[cH:18]2)[CH2:12][CH2:13]1)([CH3:5])([CH3:6])[CH3:26].[CH3:28][CH2:29][O:30][C:31]([CH3:32])=[O:33].[CH3:34][OH:35].[ClH:27]>>[ClH:27].[NH2:7][CH:8]1[CH2:9][CH2:10][CH:11]([n:14]2[n:15][n:16][c:17]([C:19](=[O:20])[N:21]3[CH2:22][CH2:23][CH2:24][CH2:25]3)[cH:18]2)[CH2:12][CH2:13]1.